This data is from the Open Reaction Database (ORD), a public repository of structured organic reaction records. The task is: describe an organic reaction: reactants, conditions, products, and yield Reactants: N([C@@H]([C@@H](C)CC)C(=O)O)C(=O)OCC1=CC=CC=C1 (N—Z-Ile-OH), Cl.C(C1=CC=CC=C1)OP(=O)(CC1CCCCC1)C[C@@H](CNC([C@H](C(C)C)N)=O)O ([(R)-3-((S)-2-amino-3-methyl-butyrylamino)-2-hydroxy-propyl]-cyclohexylmethyl-phosphinic acid benzyl ester hydrochloride). Yields the product C(C1=CC=CC=C1)OP(=O)(CC1CCCCC1)C[C@@H](CNC([C@H](C(C)C)NC([C@H](C(CC)C)NC(=O)OCC1=CC=CC=C1)=O)=O)O ({(R)-3-[(S)-2-((S)-2-Benzyloxycarbonylamino-3-methyl-pentanoylamino)-3-methyl-butyrylamino]-2-hydroxy-propyl}-cyclohexylmethyl-phosphinic acid benzyl ester). As a reaction SMILES: [NH:1]([C:10]([O:12][CH2:13][C:14]1[CH:19]=[CH:18][CH:17]=[CH:16][CH:15]=1)=[O:11])[C@H:2]([C:7]([OH:9])=O)[C@H:3]([CH2:5][CH3:6])[CH3:4].Cl.[CH2:21]([O:28][P:29]([CH2:38][C@H:39]([OH:49])[CH2:40][NH:41][C:42](=[O:48])[C@@H:43]([NH2:47])[CH:44]([CH3:46])[CH3:45])([CH2:31][CH:32]1[CH2:37][CH2:36][CH2:35][CH2:34][CH2:33]1)=[O:30])[C:22]1[CH:27]=[CH:26][CH:25]=[CH:24][CH:23]=1>>[CH2:21]([O:28][P:29]([CH2:38][C@H:39]([OH:49])[CH2:40][NH:41][C:42](=[O:48])[C@@H:43]([NH:47][C:7](=[O:9])[C@@H:2]([NH:1][C:10]([O:12][CH2:13][C:14]1[CH:19]=[CH:18][CH:17]=[CH:16][CH:15]=1)=[O:11])[CH:3]([CH3:4])[CH2:5][CH3:6])[CH:44]([CH3:46])[CH3:45])([CH2:31][CH:32]1[CH2:37][CH2:36][CH2:35][CH2:34][CH2:33]1)=[O:30])[C:22]1[CH:23]=[CH:24][CH:25]=[CH:26][CH:27]=1 |f:1.2|. Reported procedure: The title compound was prepared substantially in a similar manner as Step 1, Example 10 using N—Z-Ile-OH and [(R)-3-((S)-2-amino-3-methyl-butyrylamino)-2-hydroxy-propyl]-cyclohexylmethyl-phosphinic acid benzyl ester hydrochloride as the starting materials. The title compound was purified by SiO2 chromatography using 0-4% MeOH/CH2Cl2 as the eluent. 1H NMR (CD3OD, 300 MHz): δ 7.3 (m, 10H), 5.2-4.95 (m, 4H), 4.17 (d, 1H), 4.12 (m, 1H), 3.95 (d, 1H), 3.20 (m, 2H), 2.12-2.01 (m, 1H), 1.90-1.76 (m, 3H... The reactants are CS(=O)(=O)c1ccccc1OC1CCN(c2ccnc3ccc(Br)cc23)CC1, OB(O)c1cn(C(c2ccccc2)(c2ccccc2)c2ccccc2)nc1C(F)(F)F. Product: CS(=O)(=O)c1ccccc1OC1CCN(c2ccnc3ccc(-c4cn(C(c5ccccc5)(c5ccccc5)c5ccccc5)nc4C(F)(F)F)cc23)CC1. As a reaction SMILES: [Br:1][c:2]1[cH:3][c:4]2[c:5]([N:12]3[CH2:13][CH2:14][CH:15]([O:18][c:19]4[c:20]([S:25](=[O:26])(=[O:27])[CH3:28])[cH:21][cH:22][cH:23][cH:24]4)[CH2:16][CH2:17]3)[cH:6][cH:7][n:8][c:9]2[cH:10][cH:11]1.[F:29][C:30]([c:31]1[n:32][n:33]([C:39]([c:40]2[cH:41][cH:42][cH:43][cH:44][cH:45]2)([c:46]2[cH:47][cH:48][cH:49][cH:50][cH:51]2)[c:52]2[cH:53][cH:54][cH:55][cH:56][cH:57]2)[cH:34][c:35]1[B:36]([OH:37])[OH:38])([F:58])[F:59]>>[c:2]1(-[c:35]2[c:31]([C:30]([F:29])([F:58])[F:59])[n:32][n:33]([C:39]([c:40]3[cH:41][cH:42][cH:43][cH:44][cH:45]3)([c:46]3[cH:47][cH:48][cH:49][cH:50][cH:51]3)[c:52]3[cH:53][cH:54][cH:55][cH:56][cH:57]3)[cH:34]2)[cH:3][c:4]2[c:5]([N:12]3[CH2:13][CH2:14][CH:15]([O:18][c:19]4[c:20]([S:25](=[O:26])(=[O:27])[CH3:28])[cH:21][cH:22][cH:23][cH:24]4)[CH2:16][CH2:17]3)[cH:6][cH:7][n:8][c:9]2[cH:10][cH:11]1. Reactants: ClC(Cl)Cl, CC(C)(C)OC(=O)N1CCC(Oc2ccc(-n3ccc(OCc4ccc(Cl)cn4)cc3=O)cc2)C1, O=C(O)C(F)(F)F. Yields the product O=c1cc(OCc2ccc(Cl)cn2)ccn1-c1ccc(OC2CCNC2)cc1. As a reaction SMILES: [CH:43]([Cl:44])([Cl:45])[Cl:46].[Cl:8][c:9]1[cH:10][cH:11][c:12]([CH2:15][O:16][c:17]2[cH:18][c:19](=[O:42])[n:20](-[c:23]3[cH:24][cH:25][c:26]([O:29][CH:30]4[CH2:31][N:32]([C:35]([O:36][C:37]([CH3:38])([CH3:39])[CH3:40])=[O:41])[CH2:33][CH2:34]4)[cH:27][cH:28]3)[cH:21][cH:22]2)[n:13][cH:14]1.[OH:1][C:2]([C:3]([F:4])([F:5])[F:6])=[O:7]>>[Cl:8][c:9]1[cH:10][cH:11][c:12]([CH2:15][O:16][c:17]2[cH:18][c:19](=[O:42])[n:20](-[c:23]3[cH:24][cH:25][c:26]([O:29][CH:30]4[CH2:31][NH:32][CH2:33][CH2:34]4)[cH:27][cH:28]3)[cH:21][cH:22]2)[n:13][cH:14]1. Starting materials: C1CNC(=C2C=CC(=O)C(=C2)[N+](=O)[O-])N1 (4-(4,5-dihydro-1H-imiazol-2-yl)-2-nitrophenol), C(=O)[O-].[NH4+] (ammonium formate). Reagents/catalysts: [Pd] (Pd on carbon). Solvent: CO (methanol). The product is NC1=C(C=CC(=C1)C=1NCCN1)O (2-amino-4-(4,5-dihydro-1H-imidazol-2-yl)phenol). Yield: 73.9%. Reaction SMILES: [CH2:1]1[NH:15][C:4](=[C:5]2[CH:11]=[C:10]([N+:12]([O-])=O)[C:8](=[O:9])[CH:7]=[CH:6]2)[NH:3][CH2:2]1.C([O-])=O.[NH4+]>CO.[Pd]>[NH2:12][C:10]1[CH:11]=[C:5]([C:4]2[NH:15][CH2:1][CH2:2][N:3]=2)[CH:6]=[CH:7][C:8]=1[OH:9] |f:1.2|. Procedure: A mixture of the cyclic amidine 35 (490 mg, 2.36 mmol), ammonium formate (1.5 g, 23.6 mmol) and 10% Pd on carbon (50 mg) in methanol was heated at reflux for 4 hrs. After cooling to room temperature, the catalyst was removed by filtration through celite and the filtrate was concentrated in vacuo. The residue was triturated with hexane and the resulting solid was collected to yield 309 mg (74%) of the desired product 37. 1H NMR (600 MHz, DMSO-d6) δ 7.07 (d, 1H, J=1.8 Hz), 6.94 (dd, 1H, J=7.8, 1.8... The reactants are C(#N)C1(CC1)NC(=O)[C@H]1N(C[C@@H](C1)SC1=C(C=CC=C1)OC(F)(F)F)C(=O)OC(C)(C)C ((2S,4R)-tert-butyl 2-(1-cyanocyclopropylcarbamoyl)-4-(2-(trifluoromethoxy)phenylthio)pyrrolidine-1-carboxylate). Solvent: C(=O)O (formic acid). Yields the product C(#N)C1(CC1)NC(=O)[C@H]1NC[C@@H](C1)SC1=C(C=CC=C1)OC(F)(F)F ((2S,4R)-N-(1-cyanocyclopropyl)-4-(2-(trifluoromethoxy)phenylthio)pyrrolidine-2-carboxamide). Reaction SMILES: [C:1]([C:3]1([NH:6][C:7]([C@@H:9]2[CH2:13][C@@H:12]([S:14][C:15]3[CH:20]=[CH:19][CH:18]=[CH:17][C:16]=3[O:21][C:22]([F:25])([F:24])[F:23])[CH2:11][N:10]2C(OC(C)(C)C)=O)=[O:8])[CH2:5][CH2:4]1)#[N:2]>C(O)=O>[C:1]([C:3]1([NH:6][C:7]([C@@H:9]2[CH2:13][C@@H:12]([S:14][C:15]3[CH:20]=[CH:19][CH:18]=[CH:17][C:16]=3[O:21][C:22]([F:25])([F:23])[F:24])[CH2:11][NH:10]2)=[O:8])[CH2:4][CH2:5]1)#[N:2]. Procedure: The reaction of the amide 11D with formic acid yielded (2S,4R)-N-(1-cyanocyclopropyl)-4-(2-(trifluoromethoxy)phenylthio)pyrrolidine-2-carboxamide as a colorless viscous oil (quant.). MS ISP (m/e): 372.1 (94) [(M+H)]+, 262.1 (100). The reactants are B, COc1ccc(F)c(F)c1COc1cc(-n2c(=O)[nH]c3ccc(C(=O)O)nc32)c(Cl)cc1OCCO, [Cl-], [NH4+], C1CCOC1, C1CCOC1, O. Yields the product COc1ccc(F)c(F)c1COc1cc(-n2c(=O)[nH]c3ccc(CO)nc32)c(Cl)cc1OCCO. Reaction SMILES: [BH3:42].[C:1](=[O:2])([OH:3])[c:4]1[cH:5][cH:6][c:7]2[c:8]([n:9]1)[n:10](-[c:14]1[c:15]([Cl:36])[cH:16][c:17]([O:32][CH2:33][CH2:34][OH:35])[c:18]([O:20][CH2:21][c:22]3[c:23]([F:31])[c:24]([F:30])[cH:25][cH:26][c:27]3[O:28][CH3:29])[cH:19]1)[c:11](=[O:13])[nH:12]2.[Cl-:44].[NH4+:45].[O:37]1[CH2:38][CH2:39][CH2:40][CH2:41]1.[O:46]1[CH2:47][CH2:48][CH2:49][CH2:50]1.[OH2:43]>>[CH2:1]([OH:2])[c:4]1[cH:5][cH:6][c:7]2[c:8]([n:9]1)[n:10](-[c:14]1[c:15]([Cl:36])[cH:16][c:17]([O:32][CH2:33][CH2:34][OH:35])[c:18]([O:20][CH2:21][c:22]3[c:23]([F:31])[c:24]([F:30])[cH:25][cH:26][c:27]3[O:28][CH3:29])[cH:19]1)[c:11](=[O:13])[nH:12]2. Yields the product COC(COC1=CC(=CC=C1)NC=1C2=C(N=CN1)OC(=C2C2=CC=C(C=C2)OC)C2=CC=CC=C2)=O (3-{[5-(4-Methoxyphenyl)-6-phenylfuro[2,3-d]pyrimidin-4-yl]amino}phenoxyacetic acid methyl ester). The solvent is ClCCl (dichloromethane). RXN SMILES: Cl[C:2]1[C:3]2[C:10]([C:11]3[CH:16]=[CH:15][C:14]([O:17][CH3:18])=[CH:13][CH:12]=3)=[C:9]([C:19]3[CH:24]=[CH:23][CH:22]=[CH:21][CH:20]=3)[O:8][C:4]=2[N:5]=[CH:6][N:7]=1.[CH3:25][O:26][C:27](=[O:37])[CH2:28][O:29][C:30]1[CH:35]=[CH:34][CH:33]=[C:32]([NH2:36])[CH:31]=1>ClCCl>[CH3:25][O:26][C:27](=[O:37])[CH2:28][O:29][C:30]1[CH:35]=[CH:34][CH:33]=[C:32]([NH:36][C:2]2[C:3]3[C:10]([C:11]4[CH:12]=[CH:13][C:14]([O:17][CH3:18])=[CH:15][CH:16]=4)=[C:9]([C:19]4[CH:20]=[CH:21][CH:22]=[CH:23][CH:24]=4)[O:8][C:4]=3[N:5]=[CH:6][N:7]=2)[CH:31]=1. Reported procedure: Heat 4.7 g (14 mmol) of 4-chloro-5-(4-methoxyphenyl)-6-phenylfuro[2,3-d]pyrimidine and 3.03 g (16.7 mmol) of 3-aminophenoxyacetic acid methyl ester to 150° C. in an oil bath for 1.5 h. After cooling, add dichloromethane to the residue and purify by means of silica gel (eluent: cyclohexane/ethyl acetate 2:1). 2.29 g (34.1% of theory) of the target compound are obtained as a pale yellowish solid. Starting materials: ClC=1C2=C(N=CN1)OC(=C2C2=CC=C(C=C2)OC)C2=CC=CC=C2 (4-chloro-5-(4-methoxyphenyl)-6-phenylfuro[2,3-d]pyrimidine), COC(COC1=CC(=CC=C1)N)=O (3-aminophenoxyacetic acid methyl ester). Reactants: BrC1=CC=C(C=C1)C(=O)C1=C(C=C(C=C1)OC)F ((4-bromophenyl)-(2-fluoro-4-methoxy-phenyl)-methanone), potassium tert. butylate, C(C1=CC=CC=C1)S (benzyl mercaptan), [Cl-].[NH4+] (ammonium chloride), C(O)([O-])=O.[Na+] (sodium hydrogen carbonate). Run in C1CCOC1 (THF), C1CCOC1 (THF). Yields the product C(C1=CC=CC=C1)SC1=C(C=CC(=C1)OC)C(=O)C1=CC=C(C=C1)Br ((2-benzylsulphanyl-4-methoxyphenyl)-(4-bromo-phenyl)-methanone). RXN SMILES: [CH2:1]([SH:8])[C:2]1[CH:7]=[CH:6][CH:5]=[CH:4][CH:3]=1.[Br:9][C:10]1[CH:15]=[CH:14][C:13]([C:16]([C:18]2[CH:23]=[CH:22][C:21]([O:24][CH3:25])=[CH:20][C:19]=2F)=[O:17])=[CH:12][CH:11]=1.[Cl-].[NH4+].C(=O)([O-])O.[Na+]>C1COCC1>[CH2:1]([S:8][C:19]1[CH:20]=[C:21]([O:24][CH3:25])[CH:22]=[CH:23][C:18]=1[C:16]([C:13]1[CH:14]=[CH:15][C:10]([Br:9])=[CH:11][CH:12]=1)=[O:17])[C:2]1[CH:7]=[CH:6][CH:5]=[CH:4][CH:3]=1 |f:2.3,4.5|. Reported procedure: 4.3 g of potassium tert. butylate are dissolved in 160 ml of THF and treated slowly with 4.5 ml of benzyl mercaptan. The suspension is stirred at RT and then treated with 10 g of (4-bromophenyl)-(2-fluoro-4-methoxy-phenyl)-methanone in 200 ml of THF. The solution is stirred at RT and treated with 100 ml of ammonium chloride solution as well as 200 ml of sodium hydrogen carbonate solution. The phases are separated, the inorganic phase is extracted with ethyl acetate and the organic phases are was...